From a dataset of the Open Reaction Database (ORD), a public repository of structured organic reaction records. describe an organic reaction: reactants, conditions, products, and yield Reaction SMILES: C([N:5]1[C:9]2=[N:10][CH:11]=[N:12][C:13]([NH2:14])=[C:8]2[C:7]([C:15]2[CH:16]=[C:17]([CH3:21])[CH:18]=[CH:19][CH:20]=2)=[N:6]1)(C)(C)C>C(O)=O.Cl>[C:17]1([CH3:21])[CH:18]=[CH:19][CH:20]=[C:15]([C:7]2[C:8]3[C:9](=[N:10][CH:11]=[N:12][C:13]=3[NH2:14])[NH:5][N:6]=2)[CH:16]=1. Run in C(=O)O (formic acid), Cl (HCl). The reactants are C(C)(C)(C)N1N=C(C=2C1=NC=NC2N)C=2C=C(C=CC2)C (1-tert-butyl-3-m-tolyl-1H-pyrazolo[3,4-d]pyrimidin-4-amine). Reported procedure: 1-tert-butyl-3-m-tolyl-1H-pyrazolo[3,4-d]pyrimidin-4-amine (23 mg, 0.1 mmol) was dissolved in a solution of formic acid (1 mL) and conc. HCl (0.3 mL) and heated to reflux for 2.5 hours. Reaction was concentrated in vacuo and purified by RP-HPLC (MeCN:H2O:0.1% TFA). ESI-MS (M+H)+ m/z calcd 226.1, found 226.3. The product is C1(=CC(=CC=C1)C1=NNC2=NC=NC(=C21)N)C (3-m-tolyl-1H-pyrazolo[3,4-d]pyrimidin-4-amine). The reactants are O=S(=O)(Cl)c1ccc2cc(Br)ccc2c1, O=C([O-])O, CCOC(C)=O, CC(C)N(Cc1ccc(C(=O)N2CCNCC2)cc1)C(C)C, [Na+]. Yields the product CC(C)N(Cc1ccc(C(=O)N2CCN(S(=O)(=O)c3ccc4cc(Br)ccc4c3)CC2)cc1)C(C)C. As a reaction SMILES: [Br:23][c:24]1[cH:25][c:26]2[cH:27][cH:28][c:29]([S:34](=[O:35])(=[O:36])[Cl:37])[cH:30][c:31]2[cH:32][cH:33]1.[C:38](=[O:39])([O-:40])[OH:41].[CH3:43][CH2:44][O:45][C:46](=[O:47])[CH3:48].[CH:1]([CH3:2])([CH3:3])[N:4]([CH:5]([CH3:6])[CH3:7])[CH2:8][c:9]1[cH:10][cH:11][c:12]([C:13](=[O:14])[N:15]2[CH2:16][CH2:17][NH:18][CH2:19][CH2:20]2)[cH:21][cH:22]1.[Na+:42]>>[CH:1]([CH3:2])([CH3:3])[N:4]([CH:5]([CH3:6])[CH3:7])[CH2:8][c:9]1[cH:10][cH:11][c:12]([C:13](=[O:14])[N:15]2[CH2:16][CH2:17][N:18]([S:34]([c:29]3[cH:28][cH:27][c:26]4[cH:25][c:24]([Br:23])[cH:33][cH:32][c:31]4[cH:30]3)(=[O:35])=[O:36])[CH2:19][CH2:20]2)[cH:21][cH:22]1. The reactants are CN(C)CCOc1ccc(Br)cc1, CCC(=O)c1cccc(Cl)c1, [Mg], C1CCOC1. Product: CCC(O)(c1ccc(OCCN(C)C)cc1)c1cccc(Cl)c1. RXN SMILES: [CH3:2][N:3]([CH2:4][CH2:5][O:6][c:7]1[cH:8][cH:9][c:10]([Br:13])[cH:11][cH:12]1)[CH3:14].[Cl:15][c:16]1[cH:17][c:18]([C:22]([CH2:23][CH3:24])=[O:25])[cH:19][cH:20][cH:21]1.[Mg:1].[O:26]1[CH2:27][CH2:28][CH2:29][CH2:30]1>>[CH3:2][N:3]([CH2:4][CH2:5][O:6][c:7]1[cH:8][cH:9][c:10]([C:22]([c:18]2[cH:17][c:16]([Cl:15])[cH:21][cH:20][cH:19]2)([CH2:23][CH3:24])[OH:25])[cH:11][cH:12]1)[CH3:14].